This data is from the Open Reaction Database (ORD), a public repository of structured organic reaction records. The task is: describe an organic reaction: reactants, conditions, products, and yield The reactants are CC1=C(C#N)C(c2ccc(C#N)cc2S(C)(=O)=O)NC(=O)N1c1cccc(C(F)(F)F)c1, O=S(=O)(Cl)C1CC1, [H-], [Na+]. The product is CC1=C(C#N)C(c2ccc(C#N)cc2S(C)(=O)=O)N(S(=O)(=O)C2CC2)C(=O)N1c1cccc(C(F)(F)F)c1. Reaction SMILES: [C:1](#[N:2])[c:3]1[cH:4][c:5]([S:29](=[O:30])(=[O:31])[CH3:32])[c:6]([CH:9]2[NH:10][C:11](=[O:28])[N:12]([c:18]3[cH:19][c:20]([C:24]([F:25])([F:26])[F:27])[cH:21][cH:22][cH:23]3)[C:13]([CH3:17])=[C:14]2[C:15]#[N:16])[cH:7][cH:8]1.[CH:35]1([S:38](=[O:39])(=[O:40])[Cl:41])[CH2:36][CH2:37]1.[H-:33].[Na+:34]>>[C:1](#[N:2])[c:3]1[cH:4][c:5]([S:29](=[O:30])(=[O:31])[CH3:32])[c:6]([CH:9]2[N:10]([S:38]([CH:35]3[CH2:36][CH2:37]3)(=[O:39])=[O:40])[C:11](=[O:28])[N:12]([c:18]3[cH:19][c:20]([C:24]([F:25])([F:26])[F:27])[cH:21][cH:22][cH:23]3)[C:13]([CH3:17])=[C:14]2[C:15]#[N:16])[cH:7][cH:8]1. Reactants: C(CCCC)C1=CC=C(C=C1)[C@@H]1CC[C@H](CC1)C#N (trans-4-(p-pentylphenyl)cyclohexanecarbonitrile), C(=O)([O-])C(O)C(O)C(=O)[O-].[Na+].[K+] (potassium sodium tartrate), solution, [H-].C(C(C)C)[Al+]CC(C)C (diisobutylaluminium hydride). Solvent: C(Cl)Cl (methylene chloride), C1(=CC=CC=C1)C (toluene). Reaction conditions: time 2 hour. Product: C(CCCC)C1=CC=C(C=C1)[C@@H]1CC[C@H](CC1)C=O (trans-4-(p-pentylphenyl)cyclohexanecarboxaldehyde). Reaction SMILES: [CH2:1]([C:6]1[CH:11]=[CH:10][C:9]([C@H:12]2[CH2:17][CH2:16][C@H:15]([C:18]#N)[CH2:14][CH2:13]2)=[CH:8][CH:7]=1)[CH2:2][CH2:3][CH2:4][CH3:5].[H-].C([Al+]CC(C)C)C(C)C.C(C(C(C([O-])=O)O)O)([O-])=[O:31].[Na+].[K+]>C(Cl)Cl.C1(C)C=CC=CC=1>[CH2:1]([C:6]1[CH:11]=[CH:10][C:9]([C@H:12]2[CH2:17][CH2:16][C@H:15]([CH:18]=[O:31])[CH2:14][CH2:13]2)=[CH:8][CH:7]=1)[CH2:2][CH2:3][CH2:4][CH3:5] |f:1.2,3.4.5|. Procedure: A solution of 2.0 g of trans-4-(p-pentylphenyl)cyclohexanecarbonitrile in 60 ml of methylene chloride was placed at -78° C. under argon gasification in a sulphonation flask equipped with a mechanical stirrer and treated within 3 minutes with 13.2 ml of a 1.5M solution of diisobutylaluminium hydride in toluene. The mixture was subsequently stirred for a further 2 hours with gradual warming to room temperature, then poured cautiously into 100 ml of 10% potassium sodium tartrate solution and extrac... Reaction conditions: temperature 60 celsius. Procedure details: To a solution of tert-butyl 4-(1-(5-cyanobenzo[d]oxazol-2-yl)-1-(1,1-dimethylethylsulfinamido)ethyl)-5-methoxy-7-methyl-1H-indole-1-carboxylate (120 mg, 0.218 mmol) in dioxane (1 mL) was added 4M HCl in dioxane (2.2 mL, 8.72 mmol) and the mixture was stirred at 60° C. After 2 hours the reaction was cooled in an ice bath and quenched with 30% aq. NH4OH (2.18 mL). Water was added, the layers were separated and the aqueous layer was extracted with EtOAc, dried over MgSO4, filtered and concentrated.... RXN SMILES: [C:1]([C:3]1[CH:4]=[CH:5][C:6]2[O:10][C:9]([C:11]([C:20]3[C:28]([O:29][CH3:30])=[CH:27][C:26]([CH3:31])=[C:25]4[C:21]=3[CH:22]=[CH:23][N:24]4C(OC(C)(C)C)=O)([NH:13]S(C(C)(C)C)=O)[CH3:12])=[N:8][C:7]=2[CH:39]=1)#[N:2].Cl>O1CCOCC1>[NH2:13][C:11]([C:9]1[O:10][C:6]2[CH:5]=[CH:4][C:3]([C:1]#[N:2])=[CH:39][C:7]=2[N:8]=1)([C:20]1[C:28]([O:29][CH3:30])=[CH:27][C:26]([CH3:31])=[C:25]2[C:21]=1[CH:22]=[CH:23][NH:24]2)[CH3:12]. Product: NC(C)(C1=C2C=CNC2=C(C=C1OC)C)C=1OC2=C(N1)C=C(C=C2)C#N ((±)-2-(1-Amino-1-(5-methoxy-7-methyl-1H-indol-4-yl)ethyl)benzo[d]oxazole-5-carbonitrile). Reactants: C(#N)C=1C=CC2=C(N=C(O2)C(C)(NS(=O)C(C)(C)C)C2=C3C=CN(C3=C(C=C2OC)C)C(=O)OC(C)(C)C)C1 (tert-butyl 4-(1-(5-cyanobenzo[d]oxazol-2-yl)-1-(1,1-dimethylethylsulfinamido)ethyl)-5-methoxy-7-methyl-1H-indole-1-carboxylate), Cl (HCl). The solvent is O1CCOCC1 (dioxane), O1CCOCC1 (dioxane). The reactants are C(C)(=O)NNC1=CC=C(C=C1)[N+](=O)[O-] (1-Acetyl-2-(4-nitrophenyl)hydrazine), [H][H] (hydrogen). Reagents/catalysts: [Pd] (palladium/charcoal). Run in C(C)O (ethanol). Product: C(C)(=O)NNC1=CC=C(C=C1)N (1-Acetyl-2-(4-aminophenyl)hydrazine). RXN SMILES: [C:1]([NH:4][NH:5][C:6]1[CH:11]=[CH:10][C:9]([N+:12]([O-])=O)=[CH:8][CH:7]=1)(=[O:3])[CH3:2].[H][H]>C(O)C.[Pd]>[C:1]([NH:4][NH:5][C:6]1[CH:11]=[CH:10][C:9]([NH2:12])=[CH:8][CH:7]=1)(=[O:3])[CH3:2]. Procedure details: 1-Acetyl-2-(4-nitrophenyl)hydrazine (12.7 g, 0.065 mole) and 10% palladium/charcoal (catalytic amount) was suspended in absolute ethanol (300 ml) in a Parr shaker bottle. The reaction mixture was hydrogenated at room temperature until hydrogen uptake ceased (theoretical uptake 15.6 psi-actual uptake was 17 psi). Reactants: OC1=CC=NC2=CC=C(C=C12)C (4-Hydroxy-6-methylquinoline), C=O (formaldehyde). Solvent: [OH-].[Na+] (sodium hydroxide). The product is OC1=C(C=NC2=CC=C(C=C12)C)CO (4-hydroxy-3-hydroxymethyl-6-methylquinoline). As a reaction SMILES: [OH:1][C:2]1[C:11]2[C:6](=[CH:7][CH:8]=[C:9]([CH3:12])[CH:10]=2)[N:5]=[CH:4][CH:3]=1.[CH2:13]=[O:14]>[OH-].[Na+]>[OH:1][C:2]1[C:11]2[C:6](=[CH:7][CH:8]=[C:9]([CH3:12])[CH:10]=2)[N:5]=[CH:4][C:3]=1[CH2:13][OH:14] |f:2.3|. Procedure details: 4-Hydroxy-6-methylquinoline was reacted with formaldehyde in aqueous sodium hydroxide at 40°-45° for 60 hours to give the novel compound 4-hydroxy-3-hydroxymethyl-6-methylquinoline, m.p. 188°-189° (dec.). Starting materials: COc1ccc(CN2CC3CCC(C2)C3(O)c2cccc(OC)c2)cc1, CCOC(C)=O, CCOC(C)=O, Cl. Product: COc1ccc(CN2CC3CCC(C2)C3(Cl)c2cccc(OC)c2)cc1. Reaction SMILES: [CH3:1][O:2][c:3]1[cH:4][cH:5][c:6]([CH2:7][N:8]2[CH2:9][CH:10]3[CH2:11][CH2:12][CH:13]([CH2:14]2)[C:15]3([OH:16])[c:17]2[cH:18][c:19]([O:23][CH3:24])[cH:20][cH:21][cH:22]2)[cH:25][cH:26]1.[CH3:28][CH2:29][O:30][C:31]([CH3:32])=[O:33].[CH3:34][CH2:35][O:36][C:37]([CH3:38])=[O:39].[ClH:27]>>[CH3:1][O:2][c:3]1[cH:4][cH:5][c:6]([CH2:7][N:8]2[CH2:9][CH:10]3[CH2:11][CH2:12][CH:13]([CH2:14]2)[C:15]3([c:17]2[cH:18][c:19]([O:23][CH3:24])[cH:20][cH:21][cH:22]2)[Cl:27])[cH:25][cH:26]1. Solvent: CN(C=O)C (dimethylformamide), ClCCl (dichloromethane). Procedure details: To a mixture of 2-(2-ethyl-5-hydroxyphenyl)hexahydro-4,7-ethanoindene-1,3-dione (83 mg, 0.28 mmol) and anhydrous potassium carbonate (90 mg, 0.56 mmol) is added a solution of 2,6-dichloroquinoxaline (67 mg, 0.34 mmol) in anhydrous dimethylformamide (2.0 ml), and the mixture is heated at 140° C. for 40 minutes under microwave irradiation. The mixture is acidified with 2M aqueous hydrochloric acid and diluted with dichloromethane then filtered. The organic phase is concentrated under reduced press... Yields the product ClC=1C=C2N=CC(=NC2=CC1)OC=1C=CC(=C(C1)C1C(C2C3CCC(C2C1=O)CC3)=O)CC (2-[5-(6-chloroquinoxalin-2-yloxy)-2-ethylphenyl]hexahydro-4,7-ethanoindene-1,3-dione). Reactants: Cl (hydrochloric acid), C(C)C1=C(C=C(C=C1)O)C1C(C2C3CCC(C2C1=O)CC3)=O (2-(2-ethyl-5-hydroxyphenyl)hexahydro-4,7-ethanoindene-1,3-dione), C([O-])([O-])=O.[K+].[K+] (potassium carbonate), ClC1=NC2=CC=C(C=C2N=C1)Cl (2,6-dichloroquinoxaline). As a reaction SMILES: [CH2:1]([C:3]1[CH:8]=[CH:7][C:6]([OH:9])=[CH:5][C:4]=1[CH:10]1[C:18](=[O:19])[CH:17]2[CH:12]([CH:13]3[CH2:21][CH2:20][CH:16]2[CH2:15][CH2:14]3)[C:11]1=[O:22])[CH3:2].C(=O)([O-])[O-].[K+].[K+].Cl[C:30]1[CH:39]=[N:38][C:37]2[C:32](=[CH:33][CH:34]=[C:35]([Cl:40])[CH:36]=2)[N:31]=1.Cl>CN(C)C=O.ClCCl>[Cl:40][C:35]1[CH:36]=[C:37]2[C:32](=[CH:33][CH:34]=1)[N:31]=[C:30]([O:9][C:6]1[CH:7]=[CH:8][C:3]([CH2:1][CH3:2])=[C:4]([CH:10]3[C:18](=[O:19])[CH:17]4[CH:12]([CH:13]5[CH2:21][CH2:20][CH:16]4[CH2:15][CH2:14]5)[C:11]3=[O:22])[CH:5]=1)[CH:39]=[N:38]2 |f:1.2.3|. Reaction conditions: temperature 140 celsius. Reactants: ClC1=C(C=C(C(=C1)Cl)OC)NC1=C2C(=NC=C1C#N)C=C(S2)I (7-[(2,4-dichloro-5-methoxyphenyl)amino]-2-iodothieno[3,2-b]pyridine-6-carbonitrile), CN(CC#C)C (1-dimethylamino-2-propyne), CO (methanol). Reagents/catalysts: C=1C=CC(=CC1)[P](C=2C=CC=CC2)(C=3C=CC=CC3)[Pd]([P](C=4C=CC=CC4)(C=5C=CC=CC5)C=6C=CC=CC6)([P](C=7C=CC=CC7)(C=8C=CC=CC8)C=9C=CC=CC9)[P](C=1C=CC=CC1)(C=1C=CC=CC1)C=1C=CC=CC1 (tetrakis(triphenylphosphine)palladium(0)), [Cu]I (copper(I) iodide). Run in C(C)N(CC)CC (triethylamine), C1=CC=CC=C1 (benzene). Product: ClC1=C(C=C(C(=C1)Cl)OC)NC1=C2C(=NC=C1C#N)C=C(S2)C#CCN(C)C (7-[(2,4-dichloro-5-methoxyphenyl)amino]-2-[3-(dimethylamino)prop-1-ynyl]thieno[3,2-b]pyridine-6-carbonitrile). Yield: 82.8%. Reaction SMILES: [Cl:1][C:2]1[CH:7]=[C:6]([Cl:8])[C:5]([O:9][CH3:10])=[CH:4][C:3]=1[NH:11][C:12]1[C:17]([C:18]#[N:19])=[CH:16][N:15]=[C:14]2[CH:20]=[C:21](I)[S:22][C:13]=12.[CH3:24][N:25]([CH3:29])[CH2:26][C:27]#[CH:28].CO>C(N(CC)CC)C.C1C=CC=CC=1.C1C=CC([P]([Pd]([P](C2C=CC=CC=2)(C2C=CC=CC=2)C2C=CC=CC=2)([P](C2C=CC=CC=2)(C2C=CC=CC=2)C2C=CC=CC=2)[P](C2C=CC=CC=2)(C2C=CC=CC=2)C2C=CC=CC=2)(C2C=CC=CC=2)C2C=CC=CC=2)=CC=1.[Cu]I>[Cl:1][C:2]1[CH:7]=[C:6]([Cl:8])[C:5]([O:9][CH3:10])=[CH:4][C:3]=1[NH:11][C:12]1[C:17]([C:18]#[N:19])=[CH:16][N:15]=[C:14]2[CH:20]=[C:21]([C:28]#[C:27][CH2:26][N:25]([CH3:29])[CH3:24])[S:22][C:13]=12 |^1:48,50,69,88|. Reported procedure: A mixture of 7-[(2,4-dichloro-5-methoxyphenyl)amino]-2-iodothieno[3,2-b]pyridine-6-carbonitrile (300 mg, 0.63 mmol), 1-dimethylamino-2-propyne (90 μL, 0.84 mmol), 7.5 mg of tetrakis(triphenylphosphine)palladium(0) and 3 mg of copper(I) iodide in 2 mL of triethylamine and 7 mL of benzene is heated at reflux overnight. The mixture is cooled to room temperature and 2 mL of methanol are added. The solvents are removed in vacuo and the residue is treated with 10 mL of chloroform. The insoluble materi...